The task is: describe an organic reaction: reactants, conditions, products, and yield. This data is from the Open Reaction Database (ORD), a public repository of structured organic reaction records. Reactants: FC=1C=CC2=C(C(N(CC=3N2C=NC3C=O)C)=O)C1 (8-fluoro-5,6-dihydro-5-methyl-6-oxo-4H-imidazo[1,5-a][1,4]benzodiazepine-3-carboxaldehyde), equimolar mixture, [NH2-].[Na+] (sodium amide). The reagents and catalysts are [Br-].C(CCC)[P+](C1=CC=CC=C1)(C1=CC=CC=C1)C1=CC=CC=C1 (butyltriphenylphosphonium bromide). Solvent: O1CCCC1 (tetrahydrofuran). Conditions: time 1.5 hour. Product: FC=1C=CC2=C(C(N(CC=3N2C=NC3C=CCCC)C)=O)C1 (8-fluoro-4,5-dihydro-5-methyl-3-(1-pentenyl)-6H-imidazo[1,5-a][1,4]-benzodiazepin-6-one). RXN SMILES: [NH2-].[Na+].[F:3][C:4]1[CH:5]=[CH:6][C:7]2[N:13]3[CH:14]=[N:15][C:16]([CH:17]=O)=[C:12]3[CH2:11][N:10]([CH3:19])[C:9](=[O:20])[C:8]=2[CH:21]=1>[Br-].C([P+](C1C=CC=CC=1)(C1C=CC=CC=1)C1C=CC=CC=1)CCC.O1CCCC1>[F:3][C:4]1[CH:5]=[CH:6][C:7]2[N:13]3[CH:14]=[N:15][C:16]([CH:17]=[CH:5][CH2:4][CH2:21][CH3:8])=[C:12]3[CH2:11][N:10]([CH3:19])[C:9](=[O:20])[C:8]=2[CH:21]=1 |f:0.1,3.4|. Procedure details: 40.70 g of an equimolar mixture of butyltriphenylphosphonium bromide and sodium amide was stirred at room temperature for 15 minutes in 150 ml of tetrahydrofuran. 20.73 g (80 mmol) of 8-fluoro-5,6-dihydro-5-methyl-6-oxo-4H-imidazo[1,5-a][1,4]benzodiazepine-3-carboxaldehyde was then added thereto, the mixture was stirred at room temperature for a further 1.5 hours, filtered and the filtrate was evaporated. After chromatography of the residue on silica gel while eluting with cyclohexane/ether/isop... The reactants are ClC(Cl)Cl, O=[N+]([O-])c1ccc(S(=O)(=O)Cl)cc1, O=C1CCOC(CO)C1, c1ccncc1. Product: O=C1CCOC(COS(=O)(=O)c2ccc([N+](=O)[O-])cc2)C1. RXN SMILES: [CH:29]([Cl:30])([Cl:31])[Cl:32].[N+:16](=[O:17])([O-:18])[c:19]1[cH:20][cH:21][c:22]([S:25](=[O:26])(=[O:27])[Cl:28])[cH:23][cH:24]1.[OH:1][CH2:2][CH:3]1[O:4][CH2:5][CH2:6][C:7](=[O:9])[CH2:8]1.[cH:10]1[cH:11][cH:12][n:13][cH:14][cH:15]1>>[O:1]([CH2:2][CH:3]1[O:4][CH2:5][CH2:6][C:7](=[O:9])[CH2:8]1)[S:25]([c:22]1[cH:21][cH:20][c:19]([N+:16](=[O:17])[O-:18])[cH:24][cH:23]1)(=[O:26])=[O:27]. Starting materials: S1N=C(C2=C1C=CC=C2)N2CCN(CC2)CCC=2C=C1CC(NC1=CC2Cl)=O (5-(2-(4-(1,2-benzisothiazol-3-yl)-1-piperazinyl)ethyl)-6-chloro-1,3-dihydro-2H-indol-2-one), C(C(C)C)C(=O)C (methyl isobutyl ketone), anhydrous solution, Cl (hydrogen chloride). The solvent is C(C)(C)O (isopropanol). The product is Cl.S1N=C(C2=C1C=CC=C2)N2CCN(CC2)CCC=2C=C1CC(NC1=CC2Cl)=O (5-[2-[4-(1,2-benzisothiazol-3-yl)-1-piperazinyl]ethyl]-6-chloro-1, 3-dihydro-2H-indol-2-one hydrochloride). RXN SMILES: [S:1]1[C:5]2[CH:6]=[CH:7][CH:8]=[CH:9][C:4]=2[C:3]([N:10]2[CH2:15][CH2:14][N:13]([CH2:16][CH2:17][C:18]3[CH:19]=[C:20]4[C:24](=[CH:25][C:26]=3[Cl:27])[NH:23][C:22](=[O:28])[CH2:21]4)[CH2:12][CH2:11]2)=[N:2]1.C(C(C)=O)C(C)C.Cl>C(O)(C)C>[ClH:27].[S:1]1[C:5]2[CH:6]=[CH:7][CH:8]=[CH:9][C:4]=2[C:3]([N:10]2[CH2:11][CH2:12][N:13]([CH2:16][CH2:17][C:18]3[CH:19]=[C:20]4[C:24](=[CH:25][C:26]=3[Cl:27])[NH:23][C:22](=[O:28])[CH2:21]4)[CH2:14][CH2:15]2)=[N:2]1 |f:4.5|. Procedure: To a flask equipped with magnetic stirrer, thermometer and nitrogen inlet was added 5-(2-(4-(1,2-benzisothiazol-3-yl)-1-piperazinyl)ethyl)-6-chloro-1,3-dihydro-2H-indol-2-one free base (5.0 g) and methyl isobutyl ketone (100 mL) and the suspension was stirred at 20–25° C. under nitrogen. A 20.5% anhydrous solution of hydrogen chloride in isopropanol (6.45 g) was added and the mixture was stirred for about 24 h. The product was collected by filtration on a Buchner funnel. The filter cake is rinse...